describe an organic reaction: reactants, conditions, products, and yield From a dataset of the Open Reaction Database (ORD), a public repository of structured organic reaction records. The product is C1(CC1)NC(=O)C1=CC=2N(C=C1)C=C(N2)C=2C(=NOC2C)C2=CC=CC=C2 (2-(5-Methyl-3-phenyl-isoxazol-4-yl)-imidazo[1,2-a]pyridine-7-carboxylic acid cyclopropylamide). As a reaction SMILES: [CH3:1][C:2]1[O:6][N:5]=[C:4]([C:7]2[CH:12]=[CH:11][CH:10]=[CH:9][CH:8]=2)[C:3]=1[C:13]1[N:14]=[C:15]2[CH:20]=[C:19]([C:21]([OH:23])=O)[CH:18]=[CH:17][N:16]2[CH:24]=1.[CH:25]1([NH2:28])[CH2:27][CH2:26]1>>[CH:25]1([NH:28][C:21]([C:19]2[CH:18]=[CH:17][N:16]3[CH:24]=[C:13]([C:3]4[C:4]([C:7]5[CH:12]=[CH:11][CH:10]=[CH:9][CH:8]=5)=[N:5][O:6][C:2]=4[CH3:1])[N:14]=[C:15]3[CH:20]=2)=[O:23])[CH2:27][CH2:26]1. Starting materials: CC1=C(C(=NO1)C1=CC=CC=C1)C=1N=C2N(C=CC(=C2)C(=O)O)C1 (2-(5-methyl-3-phenyl-isoxazol-4-yl)-imidazo[1,2-a]pyridine-7-carboxylic acid), C1(CC1)N (cyclopropylamine). Yield: 48.0%. Reported procedure: As described for Example 11b, 2-(5-methyl-3-phenyl-isoxazol-4-yl)-imidazo[1,2-a]pyridine-7-carboxylic acid (64 mg, 0.2 mmol) was converted, using cyclopropylamine instead of aminomethylcyclopropane, to the title compound (35 mg, 48%) which was obtained as a yellow solid. MS: m/e=359.3 [M+H]+. The reactants are [Li+], CCOC(=O)CCCN1CCC(N2CCN(C(=O)C(Cc3cc(C)c(O)c(C)c3)OC(=O)N3CCC(N4CCc5ccccc5NC4=O)CC3)CC2)CC1, [OH-]. Yields the product Cc1cc(CC(OC(=O)N2CCC(N3CCc4ccccc4NC3=O)CC2)C(=O)N2CCN(C3CCN(CCCC(=O)O)CC3)CC2)cc(C)c1O. Reaction SMILES: [Li+:56].[O:1]=[C:2]1[NH:3][c:4]2[c:5]([cH:51][cH:52][cH:53][cH:54]2)[CH2:6][CH2:7][N:8]1[CH:9]1[CH2:10][CH2:11][N:12]([C:15](=[O:16])[O:17][CH:18]([C:19](=[O:20])[N:21]2[CH2:22][CH2:23][N:24]([CH:27]3[CH2:28][CH2:29][N:30]([CH2:33][CH2:34][CH2:35][C:36](=[O:37])[O:38][CH2:39][CH3:40])[CH2:31][CH2:32]3)[CH2:25][CH2:26]2)[CH2:41][c:42]2[cH:43][c:44]([CH3:50])[c:45]([OH:49])[c:46]([CH3:48])[cH:47]2)[CH2:13][CH2:14]1.[OH-:55]>>[O:1]=[C:2]1[NH:3][c:4]2[c:5]([cH:51][cH:52][cH:53][cH:54]2)[CH2:6][CH2:7][N:8]1[CH:9]1[CH2:10][CH2:11][N:12]([C:15](=[O:16])[O:17][CH:18]([C:19](=[O:20])[N:21]2[CH2:22][CH2:23][N:24]([CH:27]3[CH2:28][CH2:29][N:30]([CH2:33][CH2:34][CH2:35][C:36](=[O:37])[OH:38])[CH2:31][CH2:32]3)[CH2:25][CH2:26]2)[CH2:41][c:42]2[cH:43][c:44]([CH3:50])[c:45]([OH:49])[c:46]([CH3:48])[cH:47]2)[CH2:13][CH2:14]1. Starting materials: NC1=C(SC(=C1C#N)N1CCOCC1)C(=O)OC (methyl 3-amino-4-cyano-5-morpholin-4-ylthiophene-2-carboxylate), ICI (diiodomethane), N(=O)OCCCCC (amyl nitrite). The solvent is C(C)#N (ACN). Reaction conditions: temperature 80 celsius, time 4 day. The product is C(#N)C=1C(=C(SC1N1CCOCC1)C(=O)OC)I (methyl 4-cyano-3-iodo-5-morpholin-4-ylthiophene-2-carboxylate). Isolated yield 46.2%. Reaction SMILES: N[C:2]1[C:6]([C:7]#[N:8])=[C:5]([N:9]2[CH2:14][CH2:13][O:12][CH2:11][CH2:10]2)[S:4][C:3]=1[C:15]([O:17][CH3:18])=[O:16].[I:19]CI.N(OCCCCC)=O>C(#N)C>[C:7]([C:6]1[C:2]([I:19])=[C:3]([C:15]([O:17][CH3:18])=[O:16])[S:4][C:5]=1[N:9]1[CH2:14][CH2:13][O:12][CH2:11][CH2:10]1)#[N:8]. Procedure: To a solution of methyl 3-amino-4-cyano-5-morpholin-4-ylthiophene-2-carboxylate (3.4 g, 12.6 mmol) in ACN (110 mL) was added diiodomethane (10.5 mL, 130.2 mmol) and amyl nitrite (1.1 mL, 77.7 mmol). The reaction mixture was allowed to stir at 80° C. for 4 days and was concentrated. The residue was purified by column chromatography to give methyl 4-cyano-3-iodo-5-morpholin-4-ylthiophene-2-carboxylate (2.2 g, 46%). LCMS: (FA) ES+ 379.0. 1H NMR (400 MHz, d6-DMSO) δ: 3.76 (s, 3H), 3.72-3.75 (m, 4H) ... Reactants: CC#N, CO[Si](CCCCl)(OC)OC, [N-]=[N+]=[N-], [Na+]. Product: CO[Si](CCCN=[N+]=[N-])(OC)OC. Reaction SMILES: [CH3:16][C:17]#[N:18].[Cl:1][CH2:2][CH2:3][CH2:4][Si:5]([O:6][CH3:7])([O:8][CH3:9])[O:10][CH3:11].[N-:13]=[N+:14]=[N-:15].[Na+:12]>>[CH2:2]([CH2:3][CH2:4][Si:5]([O:6][CH3:7])([O:8][CH3:9])[O:10][CH3:11])[N:13]=[N+:14]=[N-:15]. Reactants: CC1=C(C=NC=C1)N1C(NCC1)=O (1-(4-methyl-pyridin-3-yl)-imidazolidin-2-one), C(C)(C)(C)OC(=O)N1CC2=C(CC1)C=C(S2)Br (2-bromo-4,7-dihydro-5H-thieno[2,3-c]pyridine-6-carboxylic acid tert-butyl ester), N[C@H]1[C@@H](CCCC1)N (trans-1,2-diamino cyclohexane), P(=O)([O-])([O-])[O-].[K+].[K+].[K+] (potassium phosphate). Reagents/catalysts: [Cu](I)I (copper iodide). The solvent is O1CCOCC1 (1,4-dioxane). Yields the product C(C)(C)(C)OC(=O)N1CC2=C(CC1)C=C(S2)N2C(N(CC2)C=2C=NC=CC2C)=O (2[3-(4-Methyl-pyridin-3-yl)-2-oxo-imidazolidin-1-yl]-4,7-dihydro-5H-thieno[2,3-c]pyridine-6-carboxylic acid tert-butyl ester). Isolated yield 59.8%. Reaction SMILES: [CH3:1][C:2]1[CH:7]=[CH:6][N:5]=[CH:4][C:3]=1[N:8]1[CH2:12][CH2:11][NH:10][C:9]1=[O:13].[C:14]([O:18][C:19]([N:21]1[CH2:26][CH2:25][C:24]2[CH:27]=[C:28](Br)[S:29][C:23]=2[CH2:22]1)=[O:20])([CH3:17])([CH3:16])[CH3:15].N[C@@H]1CCCC[C@H]1N.P([O-])([O-])([O-])=O.[K+].[K+].[K+]>[Cu](I)I.O1CCOCC1>[C:14]([O:18][C:19]([N:21]1[CH2:26][CH2:25][C:24]2[CH:27]=[C:28]([N:10]3[CH2:11][CH2:12][N:8]([C:3]4[CH:4]=[N:5][CH:6]=[CH:7][C:2]=4[CH3:1])[C:9]3=[O:13])[S:29][C:23]=2[CH2:22]1)=[O:20])([CH3:17])([CH3:15])[CH3:16] |f:3.4.5.6|. Reported procedure: Using the same reaction conditions as in Example 14, 1-(4-methyl-pyridin-3-yl)-imidazolidin-2-one (I-14b: 50 mg, 0.28216 mmol) was reacted with 2-bromo-4,7-dihydro-5H-thieno[2,3-c]pyridine-6-carboxylic acid tert-butyl ester (90 mg, 0.28216 mmol), 1,4-dioxane (20 mL), copper iodide (5.3 mg, 0.0282 mmol), trans-1,2-diamino cyclohexane (9.69 mg, 0.08464 mmol) and potassium phosphate (179.6 mg, 0.84650 mmol) to afford the crude product. Purification by column chromatography on silica gel (2% MeOH in... The product is ClCC=1N=C2N(C(N(C=C2)C2=CC(=C(C=C2)F)F)=O)C1 (2-chloromethyl-6-(3,4-difluoro-phenyl)-6H-imidazo[1,2-c]pyrimidin-5-one). Reactants: N1C(=O)N=C(N)C=C1 (cytosine), FC=1C=C(C=CC1F)B(O)O (3,4-difluorophenylboronic acid), NC1=NC(N(C=C1)C1=CC=C(C=C1)F)=O (4-amino-1-(4-fluoro-phenyl)-1H-pyrimidin-2-one), ClCC=1N=C2N(C(N(C=C2)C2=CC=C(C=C2)F)=O)C1 (2-chloromethyl-6-(4-fluoro-phenyl)-6H-imidazo[1,2-c]pyrimidin-5-one). Procedure: 2-chloromethyl-6-(3,4-difluoro-phenyl)-6H-imidazo[1,2-c]pyrimidin-5-one was prepared from cytosine and 3,4-difluorophenylboronic acid using the methods as described above for the preparation of 4-amino-1-(4-fluoro-phenyl)-1H-pyrimidin-2-one and 2-chloromethyl-6-(4-fluoro-phenyl)-6H-imidazo[1,2-c]pyrimidin-5-one. As a reaction SMILES: N1C=CC(N)=NC1=O.[F:9][C:10]1[CH:11]=[C:12](B(O)O)[CH:13]=[CH:14][C:15]=1[F:16].NC1C=CN(C2C=CC(F)=CC=2)C(=O)N=1.[Cl:35][CH2:36][C:37]1[N:38]=[C:39]2[CH:44]=[CH:43][N:42](C3C=CC(F)=CC=3)[C:41](=[O:52])[N:40]2[CH:53]=1>>[Cl:35][CH2:36][C:37]1[N:38]=[C:39]2[CH:44]=[CH:43][N:42]([C:12]3[CH:13]=[CH:14][C:15]([F:16])=[C:10]([F:9])[CH:11]=3)[C:41](=[O:52])[N:40]2[CH:53]=1. The reactants are FC(C(=O)O)(F)F.NC1=NC(=NC=C1C(=O)C1=C(C=CC=C1)OC)NC1CCNCC1 ([4-amino-2-(piperidin-4-ylamino)-pyrimidin-5-yl]-(2-methoxy-phenyl)-methanone trifluoroacetic acid salt), C(CC)N=C=O (propyl isocyanate). Yields the product C(CC)NC(=O)N1CCC(CC1)NC1=NC=C(C(=N1)N)C(C1=C(C=CC=C1)OC)=O (4-[4-Amino-5-(2-methoxy-benzoyl)-pyrimidin-2-ylamino]-piperidine-1-carboxylic acid propylamide). RXN SMILES: FC(F)(F)C(O)=O.[NH2:8][C:9]1[C:14]([C:15]([C:17]2[CH:22]=[CH:21][CH:20]=[CH:19][C:18]=2[O:23][CH3:24])=[O:16])=[CH:13][N:12]=[C:11]([NH:25][CH:26]2[CH2:31][CH2:30][NH:29][CH2:28][CH2:27]2)[N:10]=1.[CH2:32]([N:35]=[C:36]=[O:37])[CH2:33][CH3:34]>>[CH2:32]([NH:35][C:36]([N:29]1[CH2:30][CH2:31][CH:26]([NH:25][C:11]2[N:10]=[C:9]([NH2:8])[C:14]([C:15](=[O:16])[C:17]3[CH:22]=[CH:21][CH:20]=[CH:19][C:18]=3[O:23][CH3:24])=[CH:13][N:12]=2)[CH2:27][CH2:28]1)=[O:37])[CH2:33][CH3:34] |f:0.1|. Reported procedure: The same procedure as described in Example 25 was used, starting from [4-amino-2-(piperidin-4-ylamino)-pyrimidin-5-yl]-(2-methoxy-phenyl)-methanone trifluoroacetic acid salt, Example 11, and propyl isocyanate (Aldrich), to give 4-[4-Amino-5-(2-methoxy-benzoyl)-pyrimidin-2-ylamino]-piperidine-1-carboxylic acid propylamide. HRMS, observed: 413.2299; Calcd for (M+H)+: 413,2296. The reactants are CN, O=S(=O)([O-])CCCCCCC(F)(F)C(F)(F)C(F)(F)F, C1CCOC1. The product is CNCCCCCC(F)(F)C(F)(F)C(F)(F)F. As a reaction SMILES: [CH3:21][NH2:22].[F:1][C:2]([CH2:3][CH2:4][CH2:5][CH2:6][CH2:7][CH2:8][S:9]([O-:10])(=[O:11])=[O:12])([C:13]([C:14]([F:15])([F:16])[F:17])([F:18])[F:19])[F:20].[O:23]1[CH2:24][CH2:25][CH2:26][CH2:27]1>>[F:1][C:2]([CH2:3][CH2:4][CH2:5][CH2:6][CH2:7][NH:22][CH3:21])([C:13]([C:14]([F:15])([F:16])[F:17])([F:18])[F:19])[F:20]. Reactants: CCCCCC.C(C)(=O)OCC (hexane ethyl acetate), ClC1=CC(=CC=C1)C(=O)OO (m-chloroperbenzoic acid), FC1=CC=C(C=C1)C1=NN2C(C=CC=C2SC)=C1C1=NC=NC=C1 (2-(4-fluorophenyl)-7-methylthio-3-(4-pyrimidinyl)pyrazolo[1,5-a]pyridine). Solvent: C(Cl)(Cl)Cl (chloroform), C(Cl)(Cl)Cl (chloroform). Reaction conditions: time 1 hour. Yields the product FC1=CC=C(C=C1)C1=NN2C(C=CC=C2S(=O)C)=C1C1=NC=NC=C1 (2-(4-Fluorophenyl)-7-methylsulfinyl-3-(4-pyrimidinyl)pyrazolo[1,5-a]-pyridine). As a reaction SMILES: [F:1][C:2]1[CH:7]=[CH:6][C:5]([C:8]2[C:18]([C:19]3[CH:24]=[CH:23][N:22]=[CH:21][N:20]=3)=[C:11]3[CH:12]=[CH:13][CH:14]=[C:15]([S:16][CH3:17])[N:10]3[N:9]=2)=[CH:4][CH:3]=1.ClC1C=CC=C(C(OO)=[O:33])C=1.CCCCCC.C(OCC)(=O)C>C(Cl)(Cl)Cl>[F:1][C:2]1[CH:3]=[CH:4][C:5]([C:8]2[C:18]([C:19]3[CH:24]=[CH:23][N:22]=[CH:21][N:20]=3)=[C:11]3[CH:12]=[CH:13][CH:14]=[C:15]([S:16]([CH3:17])=[O:33])[N:10]3[N:9]=2)=[CH:6][CH:7]=1 |f:2.3|. Reported procedure: To a stirred solution of 2-(4-fluorophenyl)-7-methylthio-3-(4-pyrimidinyl)pyrazolo[1,5-a]pyridine (Example 6, 0.246 g, 0.73 mmol) in chloroform (20 mL) was added, dropwise, a solution of of m-chloroperbenzoic acid (57–86%, 0.221 g, 0.73–1.1 mmol) in chloroform (10 mL). After 1 hour, the reaction was quenched by the addition of aqueous potassium carbonate (20 mL), and the organic phase was separated. The aqueous phase was further extracted with chloroform (2×20 mL) and the combined chloroform pha...